Dataset: the Open Reaction Database (ORD), a public repository of structured organic reaction records. Task: describe an organic reaction: reactants, conditions, products, and yield Starting materials: C(C1=CC=CC=C1)N (benzylamine), ClC=1C2=C(N=C(N1)C1=CC=NO1)SC(=C2)C (4-chloro-2-(isoxazol-5-yl)-6-methyl-thieno-[2,3-d]-pyrimidine). Yields the product O1N=CC=C1C=1N=C(C2=C(N1)SC(=C2)C)NCC2=CC=CC=C2 (2-(isoxazol-5-yl)-4-benzylamino-6-methyl-thieno-[2,3-d]-pyrimidine). As a reaction SMILES: [CH2:1]([NH2:8])[C:2]1[CH:7]=[CH:6][CH:5]=[CH:4][CH:3]=1.Cl[C:10]1[C:11]2[CH:23]=[C:22]([CH3:24])[S:21][C:12]=2[N:13]=[C:14]([C:16]2[O:20][N:19]=[CH:18][CH:17]=2)[N:15]=1>>[O:20]1[C:16]([C:14]2[N:15]=[C:10]([NH:8][CH2:1][C:2]3[CH:7]=[CH:6][CH:5]=[CH:4][CH:3]=3)[C:11]3[CH:23]=[C:22]([CH3:24])[S:21][C:12]=3[N:13]=2)=[CH:17][CH:18]=[N:19]1. Procedure: With the procedure of Example 1, the reaction of benzylamine with 4-chloro-2-(isoxazol-5-yl)-6-methyl-thieno-[2,3-d]-pyrimidine yields 2-(isoxazol-5-yl)-4-benzylamino-6-methyl-thieno-[2,3-d]-pyrimidine. The reactants are CCOC(=O)c1cn(CCCC#N)c(=O)cc1Nc1ccc(I)cc1F, CCO, [Na+], [OH-]. Product: N#CCCCn1cc(C(=O)O)c(Nc2ccc(I)cc2F)cc1=O. RXN SMILES: [C:1](#[N:2])[CH2:3][CH2:4][CH2:5][n:6]1[cH:7][c:8]([C:22](=[O:23])[O:24][CH2:25][CH3:26])[c:9]([NH:13][c:14]2[c:15]([F:21])[cH:16][c:17]([I:20])[cH:18][cH:19]2)[cH:10][c:11]1=[O:12].[CH3:29][CH2:30][OH:31].[Na+:28].[OH-:27]>>[C:1](#[N:2])[CH2:3][CH2:4][CH2:5][n:6]1[cH:7][c:8]([C:22](=[O:23])[OH:24])[c:9]([NH:13][c:14]2[c:15]([F:21])[cH:16][c:17]([I:20])[cH:18][cH:19]2)[cH:10][c:11]1=[O:12]. Starting materials: COC(C1=CC(=C(C=C1)Cl)OC)OC (4-Chloro-3-methoxybenzaldehyde dimethyl acetal), P(OCC)(OCC)OCC (triethyl phosphite), P([O-])([O-])=O (phosphonate), B(F)(F)F (Boron trifluoride). Run in ClCl (Cl2). Reaction conditions: temperature -78 celsius, time 8 hour. Product: COC(P(OCC)(=O)OCC)C1=CC(=C(C=C1)Cl)OC (Diethyl 1-methoxy-1-(4-chloro-3-methoxyphenyl)methane phosphonate). RXN SMILES: CO[CH:3]([O:13][CH3:14])[C:4]1[CH:9]=[CH:8][C:7]([Cl:10])=[C:6]([O:11][CH3:12])[CH:5]=1.[P:15]([O:22]CC)([O:19][CH2:20][CH3:21])[O:16][CH2:17][CH3:18].B(F)(F)F.P(=O)([O-])[O-]>ClCl>[CH3:14][O:13][CH:3]([C:4]1[CH:9]=[CH:8][C:7]([Cl:10])=[C:6]([O:11][CH3:12])[CH:5]=1)[P:15]([O:19][CH2:20][CH3:21])(=[O:22])[O:16][CH2:17][CH3:18]. Procedure: A solution of dimethyl acetal 3 (4.3 g, 20 mmol), sieve-dried CH2 Cl2 (20 ml) and triethyl phosphite (4.1 ml, 24 mmol) was stirred under argon at -78° C. Boron trifluoride ethereate (2.95 ml, 24 mmol) was added dropwise at -78° C., the solution was stirred 5 min and stored overnight at -20° C. The next day the reaction was warmed to room temperature and stirred 5 hours to complete phosphonate formation. With vigorous stirring, the reaction was quenched with solid NaHCO3 followed by 40 ml saturat... The reactants are C(C1=CC=CC=C1)N(CC(=O)C1=CC=C(C(C(=O)N)=C1)OC)CC1=CC=CC=C1 (5-(N,N-dibenzylglycyl)-o-anisamide), [BH4-].[Na+] (sodium borohydride). The solvent is C(C)O (ethanol). Reaction conditions: time 8 hour. Yields the product C(C1=CC=CC=C1)N(CC(O)C1=CC=C(C(C(=O)N)=C1)OC)CC1=CC=CC=C1 (5-(2-dibenzylamino-1-hydroxyethyl)-o-anisamide). The yield is 84.9%. As a reaction SMILES: [CH2:1]([N:8]([CH2:23][C:24]1[CH:29]=[CH:28][CH:27]=[CH:26][CH:25]=1)[CH2:9][C:10]([C:12]1[CH:20]=[C:16]([C:17]([NH2:19])=[O:18])[C:15]([O:21][CH3:22])=[CH:14][CH:13]=1)=[O:11])[C:2]1[CH:7]=[CH:6][CH:5]=[CH:4][CH:3]=1.[BH4-].[Na+]>C(O)C>[CH2:23]([N:8]([CH2:1][C:2]1[CH:7]=[CH:6][CH:5]=[CH:4][CH:3]=1)[CH2:9][CH:10]([C:12]1[CH:20]=[C:16]([C:17]([NH2:19])=[O:18])[C:15]([O:21][CH3:22])=[CH:14][CH:13]=1)[OH:11])[C:24]1[CH:25]=[CH:26][CH:27]=[CH:28][CH:29]=1 |f:1.2|. Procedure details: A solution of 5-(N,N-dibenzylglycyl)-o-anisamide (13.0g) in ethanol (800ml) was treated with excess solid sodium borohydride (ca.2g) and allowed to stand overnight at room temperature. The ethanol was then evaporated under reduced pressure and the residue partitioned between ethyl acetate and water. The ethyl acetate was separated, washed with brine, dried over MgSO4 and evaporated. The residue readily crystallised on trituration with ether to afford 5-(2-dibenzylamino-1-hydroxyethyl)-o-anisamid... The reactants are COCOc1c(-c2ccc(OC)cc2)c(C)cc2cc(OC)ccc12, Cl, C1COCCO1. The product is COc1ccc(-c2c(C)cc3cc(OC)ccc3c2O)cc1. RXN SMILES: [CH3:1][c:2]1[c:3](-[c:18]2[cH:19][cH:20][c:21]([O:24][CH3:25])[cH:22][cH:23]2)[c:4]([O:14][CH2:15][O:16][CH3:17])[c:5]2[cH:6][cH:7][c:8]([O:12][CH3:13])[cH:9][c:10]2[cH:11]1.[ClH:26].[O:27]1[CH2:28][CH2:29][O:30][CH2:31][CH2:32]1>>[CH3:1][c:2]1[c:3](-[c:18]2[cH:19][cH:20][c:21]([O:24][CH3:25])[cH:22][cH:23]2)[c:4]([OH:14])[c:5]2[cH:6][cH:7][c:8]([O:12][CH3:13])[cH:9][c:10]2[cH:11]1.